Dataset: the Open Reaction Database (ORD), a public repository of structured organic reaction records. Task: describe an organic reaction: reactants, conditions, products, and yield Reactants: C(C)OC(C=C(C=CCC(CCCC(C)(OCC#C)C)C)C)=O (3,7,11-trimethyl-11-(2-propynyloxy)-2,4-dodecadienoic acid ethyl ester), C1(=CC=C(C=C1)S(=O)(=O)O)C (p-toluenesulphonic acid), C(C)(=O)[O-].[Na+] (sodium acetate), CC(CCCC(C)(C)O)CC=O (hydroxycitronellal), COC(O)O (orthoformic acid methyl ester). The solvent is CO (methanol). Run at time 2 hour. The product is COC(CC(CCCC(C)(O)C)C)OC (1,1-dimethoxy-3,7-dimethyl-7-octanol). RXN SMILES: [CH2:1]([O:3]C(=O)C=C(C)C=CCC(C)CCCC(C)(OCC#C)C)C.[CH3:24][CH:25]([CH2:33][CH:34]=[O:35])[CH2:26][CH2:27][CH2:28][C:29]([OH:32])([CH3:31])[CH3:30].[CH3:36]OC(O)O.C1(C)C=CC(S(O)(=O)=O)=CC=1.C([O-])(=O)C.[Na+]>CO>[CH3:36][O:35][CH:34]([O:3][CH3:1])[CH2:33][CH:25]([CH3:24])[CH2:26][CH2:27][CH2:28][C:29]([CH3:31])([OH:32])[CH3:30] |f:4.5|. Reported procedure: The starting material of Example 1 can be prepared as follows: 172.2 g. of hydroxycitronellal and 106.1 g. of orthoformic acid methyl ester are treated dropwise, while cooling with ice, with a solution of 0.5 g. of p-toluenesulphonic acid in 800 ml. of absolute methanol. After 2 hours, 5 g. of sodium acetate are added and the mixture is concentrated on a rotary evaporator at 50°C. Upon distillation, the residue yields pure 1,1-dimethoxy-3,7-dimethyl-7-octanol; boiling point = 102°C/0.4 mmHg; nD2...